The task is: describe an organic reaction: reactants, conditions, products, and yield. This data is from the Open Reaction Database (ORD), a public repository of structured organic reaction records. Reactants: NCCCCN1C(=NC=2C(=NC=3C=CC=CC3C21)N)C (1-(4-aminobutyl)-2-methyl-1H-imidazo[4,5-c]quinolin-4-amine), C(C)S(=O)(=O)Cl (ethanesulfonyl chloride). Yields the product NC1=NC=2C=CC=CC2C2=C1N=C(N2CCCCNS(=O)(=O)CC)C (N-[4-(4-amino-2-methyl-1H-imidazo[4,5-c]quinolin-1-yl)butyl]ethanesulfonamide). Yield: 6.4%. Reaction SMILES: [NH2:1][CH2:2][CH2:3][CH2:4][CH2:5][N:6]1[C:18]2[C:17]3[CH:16]=[CH:15][CH:14]=[CH:13][C:12]=3[N:11]=[C:10]([NH2:19])[C:9]=2[N:8]=[C:7]1[CH3:20].[CH2:21]([S:23](Cl)(=[O:25])=[O:24])[CH3:22]>>[NH2:19][C:10]1[C:9]2[N:8]=[C:7]([CH3:20])[N:6]([CH2:5][CH2:4][CH2:3][CH2:2][NH:1][S:23]([CH2:21][CH3:22])(=[O:25])=[O:24])[C:18]=2[C:17]2[CH:16]=[CH:15][CH:14]=[CH:13][C:12]=2[N:11]=1. Procedure: Using the general method of Example 232, 1-(4-aminobutyl)-2-methyl-1H-imidazo[4,5-c]quinolin-4-amine (1.00 g, 3.7 mmol) was reacted with ethanesulfonyl chloride (2.11 mL, 22.3 mmol) to provide 85 mg of N-[4-(4-amino-2-methyl-1H-imidazo[4,5-c]quinolin-1-yl)butyl]ethanesulfonamide as an off-white solid, m.p. 210.7-211.6° C.